This data is from the Open Reaction Database (ORD), a public repository of structured organic reaction records. The task is: describe an organic reaction: reactants, conditions, products, and yield Starting materials: NC=1SC2=C(N1)C(=CC(=C2)C)CO (2-Amino-4-hydroxymethyl-6-methylbenzothiazole). Reagents/catalysts: [O-2].[Mn+4].[O-2] (manganese(IV) oxide). Yields the product NC=1SC=2C(N1)=C(C=C(C2)C)C=O (2-Amino-6-methylbenzothiazole-4-carboxaldehyde). As a reaction SMILES: [NH2:1][C:2]1[S:3][C:4]2[CH:10]=[C:9]([CH3:11])[CH:8]=[C:7]([CH2:12][OH:13])[C:5]=2[N:6]=1>[O-2].[Mn+4].[O-2]>[NH2:1][C:2]1[S:3][C:4]2[C:5](=[C:7]([CH:12]=[O:13])[CH:8]=[C:9]([CH3:11])[CH:10]=2)[N:6]=1 |f:1.2.3|. Procedure: 67.6 g (0.348 mol) of 5b are treated with 241 g (2.77 mol) of manganese(IV) oxide in analogy to Example 1b. Starting materials: N1N=CC2=CC(=CC=C12)NC=1C2=C(N=CN1)NC(=C2)C=2CCN(CC2)C(=O)OC(C)(C)C (tert-butyl 4-[4-(1H-indazol-5-ylamino)-7H-pyrrolo[2,3-d]pyrimidin-6-yl]-3,6-dihydro-2H-pyridine-1-carboxylate). Run in Cl (HCl). Conditions: time 18 hour. The product is N1N=CC2=CC(=CC=C12)NC=1C2=C(N=CN1)NC(=C2)C=2CCNCC2 ((1H-indazol-5-yl)-[6-(1,2,3,6-tetrahydropyridin-4-yl)-7H-pyrrolo[2,3-d]pyrimidin-4-yl]amine), tri-HCl. RXN SMILES: [NH:1]1[C:9]2[C:4](=[CH:5][C:6]([NH:10][C:11]3[C:12]4[CH:19]=[C:18]([C:20]5[CH2:21][CH2:22][N:23](C(OC(C)(C)C)=O)[CH2:24][CH:25]=5)[NH:17][C:13]=4[N:14]=[CH:15][N:16]=3)=[CH:7][CH:8]=2)[CH:3]=[N:2]1>Cl>[NH:1]1[C:9]2[C:4](=[CH:5][C:6]([NH:10][C:11]3[C:12]4[CH:19]=[C:18]([C:20]5[CH2:21][CH2:22][NH:23][CH2:24][CH:25]=5)[NH:17][C:13]=4[N:14]=[CH:15][N:16]=3)=[CH:7][CH:8]=2)[CH:3]=[N:2]1. Procedure details: Alternative solvents for removal of the Boc group include, but are not limited to, MeOH and water, as demonstrated here with EXAMPLE 45: A suspension of tert-butyl 4-[4-(1H-indazol-5-ylamino)-7H-pyrrolo[2,3-d]pyrimidin-6-yl]-3,6-dihydro-2H-pyridine-1-carboxylate (670 mg, 1.55 mmol) in 4 N HCl (aq) (20 mL) was stirred at rt for 18 h. The precipitates were collected by filtration and washed with ether (3×10 mL) to afford (1H-indazol-5-yl)-[6-(1,2,3,6-tetrahydropyridin-4-yl)-7H-pyrrolo[2,3-d]pyrimi... Starting materials: C(C)(C)(C)OC(=O)[C@H]1N(C(CC1)CCO)C(=O)OC(C)(C)C ((2S,5R/S)-1-(tert-Butoxycarbonyl)-5-(2-hydroxyethyl)pyrrolidine-2-carboxylic acid tert-butyl ester), [N+](=O)([O-])C1=C(C=CC=C1)[Se]C#N (ortho-nitrophenyl selenocyanate), C(CCC)P(CCCC)CCCC (tri-n-butylphosphine). Run in C1CCOC1 (THF), N1=CC=CC=C1 (pyridine), CC(C)(C)OC (MTBE). Conditions: time 30 minute. Product: C(C)(C)(C)OC(=O)[C@H]1N(C(CC1)CC[Se]C1=C(C=CC=C1)[N+](=O)[O-])C(=O)OC(C)(C)C ((2S,5R/S)-1-(tert-Butoxycarbonyl)-5[2-(2-nitrophenylselanyl)ethyl]pyrrolidine-2-carboxylic acid tert-butyl ester). Yield: 91.0%. Reaction SMILES: [C:1]([O:5][C:6]([C@@H:8]1[CH2:12][CH2:11][CH:10]([CH2:13][CH2:14]O)[N:9]1[C:16]([O:18][C:19]([CH3:22])([CH3:21])[CH3:20])=[O:17])=[O:7])([CH3:4])([CH3:3])[CH3:2].[N+:23]([C:26]1[CH:31]=[CH:30][CH:29]=[CH:28][C:27]=1[Se:32]C#N)([O-:25])=[O:24].C(P(CCCC)CCCC)CCC>C1COCC1.N1C=CC=CC=1.CC(OC)(C)C>[C:1]([O:5][C:6]([C@@H:8]1[CH2:12][CH2:11][CH:10]([CH2:13][CH2:14][Se:32][C:27]2[CH:28]=[CH:29][CH:30]=[CH:31][C:26]=2[N+:23]([O-:25])=[O:24])[N:9]1[C:16]([O:18][C:19]([CH3:22])([CH3:20])[CH3:21])=[O:17])=[O:7])([CH3:3])([CH3:2])[CH3:4]. Reported procedure: A solution of 4.18 g of alcohol 184 (13.3 mmol) in 50 ml of anhydrous THF and 17 ml of anhydrous pyridine was added with 3.31 g of ortho-nitrophenyl selenocyanate (14.6 mmol, 1.1 eq.). Slow dropwise addition of 4.30 ml of tri-n-butylphosphine (17.3 mmol, 1.3 eq.) with cooling in an ice bath resulted in a dark-red solution. After stirring for 30 min at RT, the batch was diluted with 200 ml of MTBE and filtered over a small amount of silica gel. Concentrating the filtrate afforded a brownish-yello... The reactants are CC(C)(C)OC(=O)N1CCC2CN(Cc3ccccc3)CC2C1, CO, [H][H]. Product: CC(C)(C)OC(=O)N1CCC2CNCC2C1. RXN SMILES: [C:1]([CH3:2])([CH3:3])([CH3:4])[O:5][C:6](=[O:7])[N:8]1[CH2:9][CH:10]2[CH:11]([CH2:12][CH2:13]1)[CH2:14][N:15]([CH2:17][c:18]1[cH:19][cH:20][cH:21][cH:22][cH:23]1)[CH2:16]2.[CH3:26][OH:27].[H:24][H:25]>>[C:1]([CH3:2])([CH3:3])([CH3:4])[O:5][C:6](=[O:7])[N:8]1[CH2:9][CH:10]2[CH:11]([CH2:12][CH2:13]1)[CH2:14][NH:15][CH2:16]2.